This data is from the Open Reaction Database (ORD), a public repository of structured organic reaction records. The task is: describe an organic reaction: reactants, conditions, products, and yield The reactants are C1CCOC1, COC(=O)c1sc(C(=O)NCCc2cccc(O)c2)cc1C, [Li+], [OH-], O, O. Product: Cc1cc(C(=O)NCCc2cccc(O)c2)sc1C(=O)O. Reaction SMILES: [CH2:26]1[O:27][CH2:28][CH2:29][CH2:30]1.[CH3:1][O:2][C:3](=[O:4])[c:5]1[s:6][c:7]([C:11]([NH:12][CH2:13][CH2:14][c:15]2[cH:16][c:17]([OH:21])[cH:18][cH:19][cH:20]2)=[O:22])[cH:8][c:9]1[CH3:10].[Li+:24].[OH-:23].[OH2:25].[OH2:31]>>[O:2]=[C:3]([OH:4])[c:5]1[s:6][c:7]([C:11]([NH:12][CH2:13][CH2:14][c:15]2[cH:16][c:17]([OH:21])[cH:18][cH:19][cH:20]2)=[O:22])[cH:8][c:9]1[CH3:10]. Starting materials: C(C)(=O)OC(C)=O (acetic anhydride), N1=CC=CC=C1 (pyridine), CN(C)C1=NC=CC=C1 (dimethylaminopyridine), ice water, OC(CCCC)C=1C=C(C=CC1)C (3-(1-hydroxypentyl)toluene). Run in C(Cl)Cl (methylene chloride). Reaction conditions: temperature 25 celsius, time 2 hour. Product: C(C)(=O)OC(CCCC)C1=CC(=CC=C1)C (1-(3-Methylphenyl)pentyl acetate). RXN SMILES: [OH:1][CH:2]([C:7]1[CH:8]=[C:9]([CH3:13])[CH:10]=[CH:11][CH:12]=1)[CH2:3][CH2:4][CH2:5][CH3:6].[C:14](OC(=O)C)(=[O:16])[CH3:15].N1C=CC=CC=1.CN(C1C=CC=CN=1)C>C(Cl)Cl>[C:14]([O:1][CH:2]([C:7]1[CH:12]=[CH:11][CH:10]=[C:9]([CH3:13])[CH:8]=1)[CH2:3][CH2:4][CH2:5][CH3:6])(=[O:16])[CH3:15]. Reported procedure: 65.4 g of 3-(1-hydroxypentyl)toluene are dissolved in 500 ml of absolute methylene chloride at 0° C., and 104 ml of acetic anhydride, 89 ml of pyridine and 1 g of dimethylaminopyridine are added in succession. The reaction solution is stirred at 0° C. for 1 hour and at 25° C. for 2 hours and then poured onto 1 l of ice-water. After the organic phase has been separated off, it is extracted 3 times with 200 ml of methylene chloride each time. The organic phases are washed 3 times with 200 ml of 2N... Starting materials: IC1=NNC2=CC=C(C=C12)[N+](=O)[O-] (3-iodo-5-nitro-1H-indazole), C[Si](C)(C)[N-][Si](C)(C)C.[Na+] (sodium bis(trimethylsilyl)amide), COCCOCCl (2-methoxyethoxymethyl chloride). Run in C1CCOC1 (THF). Conditions: time 20 minute. Product: IC1=NN(C2=CC=C(C=C12)[N+](=O)[O-])COCCOC (3-iodo-1-(2-methoxyethoxymethyl)-5-nitro-1-H-indazole). Yield: 46.0%. As a reaction SMILES: [I:1][C:2]1[C:10]2[C:5](=[CH:6][CH:7]=[C:8]([N+:11]([O-:13])=[O:12])[CH:9]=2)[NH:4][N:3]=1.C[Si]([N-][Si](C)(C)C)(C)C.[Na+].[CH3:24][O:25][CH2:26][CH2:27][O:28][CH2:29]Cl>C1COCC1>[I:1][C:2]1[C:10]2[C:5](=[CH:6][CH:7]=[C:8]([N+:11]([O-:13])=[O:12])[CH:9]=2)[N:4]([CH2:24][O:25][CH2:26][CH2:27][O:28][CH3:29])[N:3]=1 |f:1.2|. Procedure details: To a solution of 3-iodo-5-nitro-1H-indazole (10.0 g, 34.6 mmol) in THF (50 ml) was added sodium bis(trimethylsilyl)amide (1M in THF, 48.4 mmol, 48.4 ml) and the solution stirred at room temperature for 20 minutes. 2-methoxyethoxymethyl chloride (4.9 g, 39.1 mmol, 4.5 ml) was added and the solution stirred at room temperature for 15 hours. The reaction was quenched with ammonium chloride (30 ml, saturated aqueous) and extracted into ethyl acetate (3×50 ml). The combined organic extracts were drie... The reactants are N1CCCCC1 (piperidine), C(C=C)(=O)N (acrylamide). The solvent is CCO (EtOH). The product is O(CCC)CCC (Pr2O), N1(CCCCC1)CCC(=O)N (1-piperidinepropanamide). Isolated yield 75.0%. As a reaction SMILES: [NH:1]1[CH2:6][CH2:5][CH2:4][CH2:3][CH2:2]1.[C:7]([NH2:11])(=[O:10])[CH:8]=[CH2:9]>CCO>[O:10]([CH2:6][CH2:5][CH3:4])[CH2:7][CH2:8][CH3:9].[N:1]1([CH2:9][CH2:8][C:7]([NH2:11])=[O:10])[CH2:6][CH2:5][CH2:4][CH2:3][CH2:2]1. Procedure: A solution of piperidine, 4-(diphenylmethylene) (0.10 mole) and acrylamide (8.95 g, 0.062 mole) in EtOH (50 ml) was refluxed overnight. This reaction mixture was filtered and concentrated. The resulting while solid residue was dissolved in CHCl3, washed with H2O (3×150 ml), dried (Na2SO4) and the solvent removed to give thick yellow oil. Crystallization from CH2Cl2 --i--Pr2O afforded 29.01 g (75%) of 1-piperidinepropanamide, 4-(diphenylmethylene)-; mp 105°-7° C. RXN SMILES: [F:1][C:2]([F:15])([F:14])[S:3]([O:6]S(C(F)(F)F)(=O)=O)(=[O:5])=[O:4].[Cl:16][C:17]1[CH:18]=[C:19]([CH:24]=[CH:25][C:26]=1O)[C:20]([O:22][CH3:23])=[O:21]>N1C=CC=CC=1>[Cl:16][C:17]1[CH:18]=[C:19]([CH:24]=[CH:25][C:26]=1[O:6][S:3]([C:2]([F:15])([F:14])[F:1])(=[O:5])=[O:4])[C:20]([O:22][CH3:23])=[O:21]. Starting materials: FC(S(=O)(=O)OS(=O)(=O)C(F)(F)F)(F)F (trifluoromethanesulphonic anhydride), ClC=1C=C(C(=O)OC)C=CC1O (methyl 3-chloro-4-hydroxy-benzoate). Yields the product ClC=1C=C(C(=O)OC)C=CC1OS(=O)(=O)C(F)(F)F (Methyl 3-chloro-4-trifluoromethylsulphonyloxy-benzoate). The solvent is N1=CC=CC=C1 (pyridine). Conditions: temperature 0 celsius, time 4 hour. Procedure details: 5.5 ml of trifluoromethanesulphonic anhydride (33 mmol) are slowly added dropwise to a solution of 5.49 g methyl 3-chloro-4-hydroxy-benzoate (29.4 mmol) in 15 ml of pyridine at 0° C. After the reaction mixture has been stirred at 0° C. for 5 minutes and at room temperature for 4 hours, it is partitioned between water and ether. The organic phase is washed in succession with water, dilute hydrochloric acid, water and saturated sodium chloride. solution, dried over sodium sulphate and concentrated... Starting materials: CCS(=O)(=O)N1CCNCC1, COc1ccc(C2=NC(c3ccc(Cl)cc3)C(c3ccc(Cl)cc3)N2C(=O)Cl)c(OC(C)C)c1. Product: CCS(=O)(=O)N1CCN(C(=O)N2C(c3ccc(OC)cc3OC(C)C)=NC(c3ccc(Cl)cc3)C2c2ccc(Cl)cc2)CC1. RXN SMILES: [CH2:35]([CH3:36])[S:37](=[O:38])(=[O:39])[N:40]1[CH2:41][CH2:42][NH:43][CH2:44][CH2:45]1.[Cl:1][c:2]1[cH:3][cH:4][c:5]([CH:8]2[N:9]=[C:10]([c:23]3[c:24]([O:31][CH:32]([CH3:33])[CH3:34])[cH:25][c:26]([O:29][CH3:30])[cH:27][cH:28]3)[N:11]([C:20](=[O:21])[Cl:22])[CH:12]2[c:13]2[cH:14][cH:15][c:16]([Cl:19])[cH:17][cH:18]2)[cH:6][cH:7]1>>[Cl:1][c:2]1[cH:3][cH:4][c:5]([CH:8]2[N:9]=[C:10]([c:23]3[c:24]([O:31][CH:32]([CH3:33])[CH3:34])[cH:25][c:26]([O:29][CH3:30])[cH:27][cH:28]3)[N:11]([C:20](=[O:21])[N:43]3[CH2:42][CH2:41][N:40]([S:37]([CH2:35][CH3:36])(=[O:38])=[O:39])[CH2:45][CH2:44]3)[CH:12]2[c:13]2[cH:14][cH:15][c:16]([Cl:19])[cH:17][cH:18]2)[cH:6][cH:7]1. Reactants: CO, COC(=O)Cn1nc(-c2ccc(NS(=O)(=O)c3cccc(Cl)c3Cl)c(F)c2)c2c(N)ncnc21, O. Yields the product Nc1ncnc2c1c(-c1ccc(NS(=O)(=O)c3cccc(Cl)c3Cl)c(F)c1)nn2CC(=O)O. As a reaction SMILES: [CH3:36][OH:37].[NH2:1][c:2]1[c:3]2[c:4]([n:5][cH:6][n:7]1)[n:8]([CH2:30][C:31](=[O:32])[O:33][CH3:34])[n:9][c:10]2-[c:11]1[cH:12][c:13]([F:29])[c:14]([NH:17][S:18](=[O:19])(=[O:20])[c:21]2[c:22]([Cl:28])[c:23]([Cl:27])[cH:24][cH:25][cH:26]2)[cH:15][cH:16]1.[OH2:35]>>[NH2:1][c:2]1[c:3]2[c:4]([n:5][cH:6][n:7]1)[n:8]([CH2:30][C:31](=[O:32])[OH:33])[n:9][c:10]2-[c:11]1[cH:12][c:13]([F:29])[c:14]([NH:17][S:18](=[O:19])(=[O:20])[c:21]2[c:22]([Cl:28])[c:23]([Cl:27])[cH:24][cH:25][cH:26]2)[cH:15][cH:16]1.